describe an organic reaction: reactants, conditions, products, and yield From a dataset of the Open Reaction Database (ORD), a public repository of structured organic reaction records. Reactants: O1C(CCCC1)OCC#CC(COC1=CC=C(C=C1)F)O (1-(2-tetrahydropyranyloxy)-4-hydroxy-5-(4-fluorophenoxy)-2-pentyne), [H-].[Al+3].[Li+].[H-].[H-].[H-] (Lithium aluminum hydride), C(C)(=O)OCC (ethyl acetate). Solvent: CCOCC (ether). Run at time 1.5 hour. Yields the product O1C(CCCC1)OC\C=C\C(COC1=CC=C(C=C1)F)O (1-(2-Tetrahydropyranyloxy)-4-hydroxy-5-(4-fluorophenoxy)-trans-2-pentene). RXN SMILES: [H-].[Al+3].[Li+].[H-].[H-].[H-].[O:7]1[CH2:12][CH2:11][CH2:10][CH2:9][CH:8]1[O:13][CH2:14][C:15]#[C:16][CH:17]([OH:27])[CH2:18][O:19][C:20]1[CH:25]=[CH:24][C:23]([F:26])=[CH:22][CH:21]=1.C(OCC)(=O)C>CCOCC>[O:7]1[CH2:12][CH2:11][CH2:10][CH2:9][CH:8]1[O:13][CH2:14]/[CH:15]=[CH:16]/[CH:17]([OH:27])[CH2:18][O:19][C:20]1[CH:21]=[CH:22][C:23]([F:26])=[CH:24][CH:25]=1 |f:0.1.2.3.4.5|. Reported procedure: Lithium aluminum hydride (7.6 g., 0.2 mole) is dissolved in ether (225 ml.) and 1-(2-tetrahydropyranyloxy)-4-hydroxy-5-(4-fluorophenoxy)-2-pentyne (35.2 g., 0.12 mole) is added dropwise with stirring during 1.5 hour. The resulting mixture is stirred at 25° for 21 hours and then heated at reflux for 4 hours. The mixture is cooled and treated dropwise with ethyl acetate to consume excess lithium aluminum hydride. It is then poured into 600 ml. of ice-cold 20% aqueous potassium hydroxide solution. ... The reactants are [N+](=O)([O-])NC1=NC=C(C(N1)=O)CC=1C=NC(=CC1)OC (2-nitroamino-5-(6-methoxy-3-pyridylmethyl)-4-pyrimidone), CC1=C(N=CN1)CSCCN (2-(5-methyl-4-imidazolyl methylthio)-ethylamine). Run in C(C)O (ethanol). Product: CC1=C(N=CN1)CSCCNC1=NC=C(C(N1)=O)CC=1C=NC(=CC1)OC (2-[2-(5-methyl-4-imidazolyl methylthio)ethylamino]-5-(6-methoxy-3-pyridylmethyl)-4-pyrimidone). The yield is 63.0%. Reaction SMILES: [N+]([NH:4][C:5]1[NH:10][C:9](=[O:11])[C:8]([CH2:12][C:13]2[CH:14]=[N:15][C:16]([O:19][CH3:20])=[CH:17][CH:18]=2)=[CH:7][N:6]=1)([O-])=O.[CH3:21][C:22]1[NH:26][CH:25]=[N:24][C:23]=1[CH2:27][S:28][CH2:29][CH2:30]N>C(O)C>[CH3:21][C:22]1[NH:26][CH:25]=[N:24][C:23]=1[CH2:27][S:28][CH2:29][CH2:30][NH:4][C:5]1[NH:10][C:9](=[O:11])[C:8]([CH2:12][C:13]2[CH:14]=[N:15][C:16]([O:19][CH3:20])=[CH:17][CH:18]=2)=[CH:7][N:6]=1. Reported procedure: An equimolar mixture of 2-nitroamino-5-(6-methoxy-3-pyridylmethyl)-4-pyrimidone and 2-(5-methyl-4-imidazolyl methylthio)-ethylamine was refluxed in ethanol for 18 hours. The solid which crystallised out on cooling was recrystallised from ethanol to give 2-[2-(5-methyl-4-imidazolyl methylthio)ethylamino]-5-(6-methoxy-3-pyridylmethyl)-4-pyrimidone, m.p. 197-198.5° in 63% yield. Starting materials: C(C)(C)(C)C=1NC=CC(C1)=O (2-tert-butyl-1H-pyridin-4-one), P(=O)(Br)(Br)Br (POBr3). Run at temperature 120 celsius, time 15 minute. Yields the product BrC1=CC(=NC=C1)C(C)(C)C (4-Bromo-2-tert-butyl-pyridine). The yield is 86.4%. As a reaction SMILES: [C:1]([C:5]1[NH:6][CH:7]=[CH:8][C:9](=O)[CH:10]=1)([CH3:4])([CH3:3])[CH3:2].P(Br)(Br)([Br:14])=O>>[Br:14][C:9]1[CH:8]=[CH:7][N:6]=[C:5]([C:1]([CH3:4])([CH3:3])[CH3:2])[CH:10]=1. Reported procedure: A mixture of 2-tert-butyl-1H-pyridin-4-one (Step 1.5) (4.25 g, 28 mmol) and POBr3 (8.88 g, 31 mmol, 1.1 eq) is heated to 120° C., stirred for 15 min, allowed to cool, quenched by addition of a saturated solution of NaHCO3 and extracted with DCM/MeOH (9:1, v/v). The organic phase is washed with a saturated solution of NaHCO3, dried (Na2SO4), filtered and concentrated. The residue is purified by silica gel column chromatography (Hex/EtOAc, 95:5) to afford 5.18 g of the title compound as a yellow o... The reactants are OC1=C2C=CC=NC2=C(C=C1)C (5-hydroxy-8-methylquinoline), ClCC(CN1CCN(CC1)C(C1=CC=CC=C1)C1=CC=CC=C1)O (4-(3-chloro-2-hydroxypropyl)-1-diphenylmethylpiperazine), CC(C)(C)[O-].[K+] (t-BuOK). Product: C1(=CC=CC=C1)C(N1CCN(CC1)CC(COC1=C2C=CC=NC2=C(C=C1)C)O)C1=CC=CC=C1 (5-[3-(4-diphenylmethylpiperazine-1-yl)-2-hydroxypropoxy]-8-methylquinoline). Reaction SMILES: [OH:1][C:2]1[CH:11]=[CH:10][C:9]([CH3:12])=[C:8]2[C:3]=1[CH:4]=[CH:5][CH:6]=[N:7]2.Cl[CH2:14][CH:15]([OH:36])[CH2:16][N:17]1[CH2:22][CH2:21][N:20]([CH:23]([C:30]2[CH:35]=[CH:34][CH:33]=[CH:32][CH:31]=2)[C:24]2[CH:29]=[CH:28][CH:27]=[CH:26][CH:25]=2)[CH2:19][CH2:18]1.CC([O-])(C)C.[K+]>>[C:30]1([CH:23]([C:24]2[CH:29]=[CH:28][CH:27]=[CH:26][CH:25]=2)[N:20]2[CH2:19][CH2:18][N:17]([CH2:16][CH:15]([OH:36])[CH2:14][O:1][C:2]3[CH:11]=[CH:10][C:9]([CH3:12])=[C:8]4[C:3]=3[CH:4]=[CH:5][CH:6]=[N:7]4)[CH2:22][CH2:21]2)[CH:31]=[CH:32][CH:33]=[CH:34][CH:35]=1 |f:2.3|. Procedure details: Following the same procedure as in Example 23-(c), reaction and treatment were carried out using 360 mg of the above synthesized 5-hydroxy-8-methylquinoline, 1.39 g of 4-(3-chloro-2-hydroxypropyl)-1-diphenylmethylpiperazine and 300 mg of t-BuOK in order to obtain 120 mg of 5-[3-(4-diphenylmethylpiperazine-1-yl)-2-hydroxypropoxy]-8-methylquinoline. Reactants: CCO, Cc1ccc(Sc2ccccc2)c(CCl)c1, N#C[K], O. The product is Cc1ccc(Sc2ccccc2)c(CC#N)c1. As a reaction SMILES: [CH3:21][CH2:22][OH:23].[CH3:4][c:5]1[cH:6][c:7]([CH2:8][Cl:9])[c:10]([S:13][c:14]2[cH:15][cH:16][cH:17][cH:18][cH:19]2)[cH:11][cH:12]1.[K:1][C:2]#[N:3].[OH2:20]>>[C:2](#[N:3])[CH2:8][c:7]1[cH:6][c:5]([CH3:4])[cH:12][cH:11][c:10]1[S:13][c:14]1[cH:15][cH:16][cH:17][cH:18][cH:19]1. Reactants: Cc1ccccc1, Ic1ccccc1, [SeH]c1ccccc1, c1cnc2c(c1)ccc1ncccc12. The product is c1ccc([Se]c2ccccc2)cc1. Reaction SMILES: [CH3:29][c:30]1[cH:31][cH:32][cH:33][cH:34][cH:35]1.[I:8][c:9]1[cH:10][cH:11][cH:12][cH:13][cH:14]1.[c:1]1([SeH:7])[cH:2][cH:3][cH:4][cH:5][cH:6]1.[n:15]1[c:16]2[c:17]([cH:18][cH:19][c:20]3[c:21]2[cH:22][cH:23][cH:24][n:25]3)[cH:26][cH:27][cH:28]1>>[c:1]1([Se:7][c:9]2[cH:10][cH:11][cH:12][cH:13][cH:14]2)[cH:2][cH:3][cH:4][cH:5][cH:6]1. Reactants: NC1=C(C=CC=C1)O (2-aminophenol), C(C)(C)N(CC)C(C)C (diisopropylethyl amine), S(=O)(Cl)Cl (Thionyl chloride), COC=1C=C(C(=O)O)C=C(C1C)OC (3,5-dimethoxy-4-methylbenzoic acid). The solvent is C1CCOC1 (THF). Reaction conditions: time 8 hour. Product: desired intermediate, COC=1C=C(C(=O)NC2=C(C=CC=C2)OC)C=C(C1C)OC (3,5-dimethoxy-N-(2-methoxyphenyl)-4-methylbenzamide). Reaction SMILES: S(Cl)(Cl)=O.[CH3:5][O:6][C:7]1[CH:8]=[C:9]([CH:13]=[C:14]([O:17][CH3:18])[C:15]=1[CH3:16])[C:10]([OH:12])=O.[NH2:19][C:20]1[CH:25]=[CH:24][CH:23]=[CH:22][C:21]=1[OH:26].[CH:27](N(C(C)C)CC)(C)C>C1COCC1>[CH3:18][O:17][C:14]1[CH:13]=[C:9]([CH:8]=[C:7]([O:6][CH3:5])[C:15]=1[CH3:16])[C:10]([NH:19][C:20]1[CH:25]=[CH:24][CH:23]=[CH:22][C:21]=1[O:26][CH3:27])=[O:12]. Procedure details: Thionyl chloride (10 mL) and 3,5-dimethoxy-4-methylbenzoic acid (1.0 g, 5.1 mmol) was refluxed under argon until no starting material was observed by TLC. After cooling reaction mixture to rt, concentrated mixture in vacuo. The resulting brown oil was added to a mixture of 2-aminophenol (580 mg, 5.3 mmol), diisopropylethyl amine (1.1 mL, 6.3 mmol) and THF (40 mL) at 0° C. and then brought to rt overnight. After concentrating mixture in vacuo, the resulting brown oil was purified by flash chromat... Reaction SMILES: [CH2:1]([c:2]1[cH:3][cH:4][cH:5][cH:6][cH:7]1)[O:8][c:9]1[c:10]([O:26][CH3:27])[cH:11][c:12]([CH2:13][CH:14]([C:15](=[O:16])[O:17][CH3:18])[CH2:19][C:20](=[O:21])[O-:22])[cH:23][c:24]1[CH3:25].[CH2:69]1[O:70][CH2:71][CH2:72][CH2:73]1.[CH3:46][N:47]([CH3:48])[CH2:49][CH2:50][CH2:51][N:52]=[C:53]=[N:54][CH2:55][CH3:56].[CH3:57][N:58]([CH3:59])[c:60]1[cH:61][cH:62][n:63][cH:64][cH:65]1.[CH3:66][C:67]#[N:68].[NH:28]1[CH2:29][CH2:30][CH:31]([N:34]2[C:35](=[O:45])[NH:36][c:37]3[c:38]([cH:41][cH:42][cH:43][cH:44]3)[CH2:39][CH2:40]2)[CH2:32][CH2:33]1>>[CH2:1]([c:2]1[cH:3][cH:4][cH:5][cH:6][cH:7]1)[O:8][c:9]1[c:10]([O:26][CH3:27])[cH:11][c:12]([CH2:13][CH:14]([C:15](=[O:16])[O:17][CH3:18])[CH2:19][C:20](=[O:21])[N:28]2[CH2:29][CH2:30][CH:31]([N:34]3[C:35](=[O:45])[NH:36][c:37]4[c:38]([cH:41][cH:42][cH:43][cH:44]4)[CH2:39][CH2:40]3)[CH2:32][CH2:33]2)[cH:23][c:24]1[CH3:25]. Reactants: COC(=O)C(CC(=O)[O-])Cc1cc(C)c(OCc2ccccc2)c(OC)c1, C1CCOC1, CCN=C=NCCCN(C)C, CN(C)c1ccncc1, CC#N, O=C1Nc2ccccc2CCN1C1CCNCC1. The product is COC(=O)C(CC(=O)N1CCC(N2CCc3ccccc3NC2=O)CC1)Cc1cc(C)c(OCc2ccccc2)c(OC)c1.